Dataset: the Open Reaction Database (ORD), a public repository of structured organic reaction records. Task: describe an organic reaction: reactants, conditions, products, and yield Reactants: CNN (methl hydrazine), S(O)(O)(=O)=O (sulphuric acid), C(C)(C)(C)C(=O)C1=CC=C(C=C1)Cl (4-chlorophenyl tert.-butyl ketone). Solvent: C(C)O (ethanol). Yields the product CNN=C(C1=CC=C(C=C1)Cl)C(C)(C)C (4-chlorophenyl tert.-butyl ketone N-methylhydrazone). As a reaction SMILES: [C:1]([C:5]([C:7]1[CH:12]=[CH:11][C:10]([Cl:13])=[CH:9][CH:8]=1)=O)([CH3:4])([CH3:3])[CH3:2].[CH3:14][NH:15][NH2:16].S(=O)(=O)(O)O>C(O)C>[CH3:14][NH:15][N:16]=[C:5]([C:1]([CH3:4])([CH3:3])[CH3:2])[C:7]1[CH:12]=[CH:11][C:10]([Cl:13])=[CH:9][CH:8]=1. Procedure: 29.5 g ofg 4-chlorophenyl tert.-butyl ketone (0.15 mol) in 750 ml ethanol was heated under reflux with an excess (118 ml) of methl hydrazine and 3 ml of concentrated sulphuric acid for 4.5 hours. It was concentrated almost to dryness and the added to water. After extraction with methylene chloride and then drying and concentrating the extract in vacuo, there was obtained an oil which eventually crystallised. The resulting crude product used immediately. Reactants: C[O-], CC(=O)O, CO, O=Cc1cc(Cl)cc(Cl)c1, O=[N+]([O-])C1CCCCC1, [Na+], O. The product is O=[N+]([O-])C1(C(O)c2cc(Cl)cc(Cl)c2)CCCCC1. RXN SMILES: [CH3:1][O-:2].[CH3:23][C:24](=[O:25])[OH:26].[CH3:27][OH:28].[Cl:13][c:14]1[cH:15][c:16]([CH:17]=[O:18])[cH:19][c:20]([Cl:22])[cH:21]1.[N+:4](=[O:5])([O-:6])[CH:7]1[CH2:8][CH2:9][CH2:10][CH2:11][CH2:12]1.[Na+:3].[OH2:29]>>[N+:4](=[O:5])([O-:6])[C:7]1([CH:17]([c:16]2[cH:15][c:14]([Cl:13])[cH:21][c:20]([Cl:22])[cH:19]2)[OH:18])[CH2:8][CH2:9][CH2:10][CH2:11][CH2:12]1. Starting materials: saturated aqueous solution, P(=O)(O)(O)[O-].[K+] (potassium dihydrogen phosphate), [B-].[Na+] (sodium hydroborate), C(=O)C=1C=C2C=CNC2=CC1 (5-formyl-indole), C(C)(C)N(CC)C(C)C (diisopropylethylamine), N1=C(NC=2C=NC=CC21)C2=CC=CC=1C(C3=CC=CC=C3C21)N (4-(3H-imidazo[4,5-c]pyridin-2-yl)-fluorene-9(R,S)-amine), C1(=C(C(=C(C(=C1F)F)F)N)F)N.Cl.Cl (dihydrochloride). The solvent is C(C)O (ethanol). Conditions: time 30 minute. Product: N1=C(NC=2C=NC=CC21)C2=CC=CC=1C(C3=CC=CC=C3C21)NCC=2C=C1C=CNC1=CC2 (N-[4-(3H-imidazo[4,5-c]pyridin-2-yl)-9H-fluoren-9(R,S)-yl]-(1H-indol-5-yl-methyl)-amine). Isolated yield 32.1%. RXN SMILES: C1(N)C(F)=C(F)C(F)=C(N)C=1F.Cl.Cl.[CH:15]([C:17]1[CH:18]=[C:19]2[C:23](=[CH:24][CH:25]=1)[NH:22][CH:21]=[CH:20]2)=O.C(N(C(C)C)CC)(C)C.[B-].[Na+].P([O-])(O)(O)=O.[K+].[N:43]1[C:51]2[CH:50]=[CH:49][N:48]=[CH:47][C:46]=2[NH:45][C:44]=1[C:52]1[C:64]2[C:63]3[C:58](=[CH:59][CH:60]=[CH:61][CH:62]=3)[CH:57]([NH2:65])[C:56]=2[CH:55]=[CH:54][CH:53]=1>C(O)C>[N:43]1[C:51]2[CH:50]=[CH:49][N:48]=[CH:47][C:46]=2[NH:45][C:44]=1[C:52]1[C:64]2[C:63]3[C:58](=[CH:59][CH:60]=[CH:61][CH:62]=3)[CH:57]([NH:65][CH2:15][C:17]3[CH:18]=[C:19]4[C:23](=[CH:24][CH:25]=3)[NH:22][CH:21]=[CH:20]4)[C:56]=2[CH:55]=[CH:54][CH:53]=1 |f:0.1.2,5.6,7.8|. Procedure details: In a 5-ml three-necked flask, dissolve 74 mg of 4-(3H-imidazo[4,5-c]pyridin-2-yl)-fluorene-9(R,S)-amine, isolated as the dihydrochloride, in 0.5 ml of ethanol, add 45 mg of 5-formyl-indole and 70 μL of diisopropylethylamine and stir for 2 hours 30 minutes at room temperature. Then add 28 mg of sodium hydroborate and stir for 18 hours at room temperature. Pour the reaction mixture into 5 ml of a saturated aqueous solution of potassium dihydrogen phosphate, then extract 3 times with 10 ml of dichl... Reactants: [Cl-].[NH4+] (ammonium chloride), solution, BrC=1C=C(C(=O)N(C)OC)C=CC1Cl (3-bromo-4-chloro-N-methoxy-N-methylbenzamide), solution, [H-].[Al+3].[Li+].[H-].[H-].[H-] (lithium aluminium hydride), Cl (hydrochloric acid). Solvent: O1CCCC1 (tetrahydrofuran), O1CCCC1 (tetrahydrofuran). Run at time 1 hour. Yields the product BrC=1C=C(C=O)C=CC1Cl (3-bromo-4-chlorobenzaldehyde). Isolated yield 80.7%. As a reaction SMILES: [Br:1][C:2]1[CH:3]=[C:4]([CH:11]=[CH:12][C:13]=1[Cl:14])[C:5](N(OC)C)=[O:6].[H-].[Al+3].[Li+].[H-].[H-].[H-].[Cl-].[NH4+].Cl>O1CCCC1>[Br:1][C:2]1[CH:3]=[C:4]([CH:11]=[CH:12][C:13]=1[Cl:14])[CH:5]=[O:6] |f:1.2.3.4.5.6,7.8|. Reported procedure: A solution of 10.7 g of 3-bromo-4-chloro-N-methoxy-N-methylbenzamide in 100 ml of anhydrous tetrahydrofuran was added dropwise to 43 ml of a 1M solution of lithium aluminium hydride in tetrahydrofuran at below 5° C., and stirred for 1 hour. 100 ml of saturated ammonium chloride solution was then added cautiously followed by 100 ml of a 1M solution of hydrochloric acid and the mixture was extracted twice with 400 ml of diethyl ether. The combined organic extracts were dried over anhydrous sodium ... The reactants are N1=CC=CC=C1 (pyridine), COC1=C(N)C=CC(=C1)[N+](=O)[O-] (2-methoxy-4-nitroaniline), C(=O)(OCC1C2=CC=CC=C2C2=CC=CC=C12)Cl (Fmoc-Cl). The solvent is C1CCOC1 (THF). Conditions: temperature 0 celsius, time 5 hour. The product is C1=CC=CC=2C3=CC=CC=C3C(C12)COC(NC1=C(C=C(C=C1)[N+](=O)[O-])OC)=O ((2-Methoxy-4-nitro-phenyl)-carbamic acid 9H-fluoren-9-ylmethyl ester). Isolated yield 87.5%. RXN SMILES: [CH3:1][O:2][C:3]1[CH:9]=[C:8]([N+:10]([O-:12])=[O:11])[CH:7]=[CH:6][C:4]=1[NH2:5].N1C=CC=CC=1.[C:19](Cl)([O:21][CH2:22][CH:23]1[C:35]2[C:30](=[CH:31][CH:32]=[CH:33][CH:34]=2)[C:29]2[C:24]1=[CH:25][CH:26]=[CH:27][CH:28]=2)=[O:20]>C1COCC1>[CH:34]1[C:35]2[CH:23]([CH2:22][O:21][C:19](=[O:20])[NH:5][C:4]3[CH:6]=[CH:7][C:8]([N+:10]([O-:12])=[O:11])=[CH:9][C:3]=3[O:2][CH3:1])[C:24]3[C:29](=[CH:28][CH:27]=[CH:26][CH:25]=3)[C:30]=2[CH:31]=[CH:32][CH:33]=1. Procedure details: 2-methoxy-4-nitroaniline (3 g, 17.8 mmol) was dissolved in THF (60 ml) and pyridine (1.6 ml, 19.6 mmol) was added. The reaction mixture was cooled to 0° C. and Fmoc-Cl (5.07 g, 19.6 mmol) was added in small portions. The reaction was allowed to come to ambient temperature and held for 5 hours. The reaction mixture was concentrated under reduced pressure. The crude product was purified by recrystallisation from CH2Cl2 and MeOH to afford the title compound (6.08 g, 88%). Data: (m/z)=391 (M+H)+.